This data is from the Open Reaction Database (ORD), a public repository of structured organic reaction records. The task is: describe an organic reaction: reactants, conditions, products, and yield The product is BrC=1C(N(C2=NC=CC=C2C1O)C1=CC=CC=C1)=O (3-bromo-4-hydroxy-1-phenyl-1,8-naphthyridin-2(1H)-one). The reactants are OC1=CC(N(C2=NC=CC=C12)C1=CC=CC=C1)=O (4-hydroxy-1-phenyl-1,8-naphthyridin-2(1H)-one), BrBr (bromine). Procedure: To a suspension of 4-hydroxy-1-phenyl-1,8-naphthyridin-2(1H)-one (1 g) in CH2Cl2 (20 mL) was added, dropwise and with stirring, a solution of bromine (0.7 g) in CH2Cl2 (5 mL). The mixture was stirred at room temperature overnight, after which time the product was filtered off, dried in air and recrystallized from acetonitrile to yield 0.87 g of the product, m.p. 280° C. The yield is 65.4%. The solvent is C(Cl)Cl (CH2Cl2), C(Cl)Cl (CH2Cl2). Reaction SMILES: [OH:1][C:2]1[C:11]2[C:6](=[N:7][CH:8]=[CH:9][CH:10]=2)[N:5]([C:12]2[CH:17]=[CH:16][CH:15]=[CH:14][CH:13]=2)[C:4](=[O:18])[CH:3]=1.[Br:19]Br>C(Cl)Cl>[Br:19][C:3]1[C:4](=[O:18])[N:5]([C:12]2[CH:13]=[CH:14][CH:15]=[CH:16][CH:17]=2)[C:6]2[C:11]([C:2]=1[OH:1])=[CH:10][CH:9]=[CH:8][N:7]=2.